This data is from the Open Reaction Database (ORD), a public repository of structured organic reaction records. The task is: describe an organic reaction: reactants, conditions, products, and yield The reactants are COC(\C(=C\CC1CCCC1)\C1=CC(=C(C=C1)S(=O)(=O)C)C(F)(F)F)=O ((E)-4-cyclopentyl-2-[4-(methanesulfonyl)-3-(trifluoromethyl)-phenyl)-but-2-enoic acid methyl ester), [OH-].[Na+] (sodium hydroxide). Solvent: C(C)O (ethanol). Run at temperature 40 celsius. Product: C1(CCCC1)C/C=C(/C(=O)O)\C1=CC(=C(C=C1)S(=O)(=O)C)C(F)(F)F ((E)-4-cyclopentyl-2-[4-(methanesulfonyl)-3-(trifluoromethyl)-phenyl)-but-2-enoic acid). Isolated yield 92.4%. RXN SMILES: C[O:2][C:3](=[O:26])/[C:4](/[C:12]1[CH:17]=[CH:16][C:15]([S:18]([CH3:21])(=[O:20])=[O:19])=[C:14]([C:22]([F:25])([F:24])[F:23])[CH:13]=1)=[CH:5]/[CH2:6][CH:7]1[CH2:11][CH2:10][CH2:9][CH2:8]1.[OH-].[Na+]>C(O)C>[CH:7]1([CH2:6]/[CH:5]=[C:4](\[C:12]2[CH:17]=[CH:16][C:15]([S:18]([CH3:21])(=[O:20])=[O:19])=[C:14]([C:22]([F:25])([F:23])[F:24])[CH:13]=2)/[C:3]([OH:26])=[O:2])[CH2:11][CH2:10][CH2:9][CH2:8]1 |f:1.2|. Reported procedure: A solution of (E)-4-cyclopentyl-2-[4-(methanesulfonyl)-3-(trifluoromethyl)-phenyl)-but-2-enoic acid methyl ester (0.82 g, 2.1 mmol) in ethanol (10 mL) was treated with a 1N aqueous sodium hydroxide solution (5 mL). The solution was heated at 40° C. for 15 h, at which time, thin layer chromatography analysis of the mixture indicated the absence of starting material. The reaction mixture was then concentrated in vacuo to remove ethanol, and the residue was diluted with water (30 mL) and extracted ... The reactants are C1COCCO1, ClCCl, COC(=O)c1ccc(-c2cc(-c3ccc(C(F)(F)F)cc3CN3C(=O)OC(c4cc(C(F)(F)F)cc(C(F)(F)F)c4)C3C)c(OC)cc2F)c(Cl)c1, [Li+], [OH-], O, O. The product is COc1cc(F)c(-c2ccc(C(=O)O)cc2Cl)cc1-c1ccc(C(F)(F)F)cc1CN1C(=O)OC(c2cc(C(F)(F)F)cc(C(F)(F)F)c2)C1C. As a reaction SMILES: [CH2:57]1[O:58][CH2:59][CH2:60][O:61][CH2:62]1.[Cl:63][CH2:64][Cl:65].[F:1][C:2]([c:3]1[cH:4][c:5]([CH:13]2[CH:14]([CH3:50])[N:15]([CH2:19][c:20]3[c:21](-[c:30]4[cH:31][c:32](-[c:39]5[c:40]([Cl:49])[cH:41][c:42]([C:45](=[O:46])[O:47][CH3:48])[cH:43][cH:44]5)[c:33]([F:38])[cH:34][c:35]4[O:36][CH3:37])[cH:22][cH:23][c:24]([C:26]([F:27])([F:28])[F:29])[cH:25]3)[C:16](=[O:18])[O:17]2)[cH:6][c:7]([C:9]([F:10])([F:11])[F:12])[cH:8]1)([F:51])[F:52].[Li+:55].[OH-:54].[OH2:53].[OH2:56]>>[F:1][C:2]([c:3]1[cH:4][c:5]([CH:13]2[CH:14]([CH3:50])[N:15]([CH2:19][c:20]3[c:21](-[c:30]4[cH:31][c:32](-[c:39]5[c:40]([Cl:49])[cH:41][c:42]([C:45](=[O:46])[OH:47])[cH:43][cH:44]5)[c:33]([F:38])[cH:34][c:35]4[O:36][CH3:37])[cH:22][cH:23][c:24]([C:26]([F:27])([F:28])[F:29])[cH:25]3)[C:16](=[O:18])[O:17]2)[cH:6][c:7]([C:9]([F:10])([F:11])[F:12])[cH:8]1)([F:51])[F:52].